This data is from the Open Reaction Database (ORD), a public repository of structured organic reaction records. The task is: describe an organic reaction: reactants, conditions, products, and yield The reactants are [Si](C)(C)(C(C)(C)C)OCC1=CC2=C(C=N1)N=CN2C2=CC(=C(S2)C(=O)N)OC(C)C2=C(C=C(C=C2)F)C(F)(F)F (5-[6-({[tert-butyl(dimethyl)silyl]oxy}methyl)-1H-imidazo[4,5-c]pyridin-1-yl]-3-{-1-[4-fluoro-2-(trifluoromethyl)phenyl]ethoxy}thiophene-2-carboxamide), [F-].C(CCC)[N+](CCCC)(CCCC)CCCC (tetra-n-butylammonium fluoride). Solvent: C1CCOC1 (THF). Conditions: temperature 0 celsius, time 90 minute. Yields the product FC1=CC(=C(C=C1)C(C)OC1=C(SC(=C1)N1C=NC=2C=NC(=CC21)CO)C(=O)N)C(F)(F)F (3-{1-[4-fluoro-2-(trifluoromethyl)phenyl]ethoxy}-5-[6-(hydroxymethyl)-1H-imidazo[4,5-c]pyridin-1-yl]thiophene-2-carboxamide). As a reaction SMILES: [Si]([O:8][CH2:9][C:10]1[N:15]=[CH:14][C:13]2[N:16]=[CH:17][N:18]([C:19]3[S:23][C:22]([C:24]([NH2:26])=[O:25])=[C:21]([O:27][CH:28]([C:30]4[CH:35]=[CH:34][C:33]([F:36])=[CH:32][C:31]=4[C:37]([F:40])([F:39])[F:38])[CH3:29])[CH:20]=3)[C:12]=2[CH:11]=1)(C(C)(C)C)(C)C.[F-].C([N+](CCCC)(CCCC)CCCC)CCC>C1COCC1>[F:36][C:33]1[CH:34]=[CH:35][C:30]([CH:28]([O:27][C:21]2[CH:20]=[C:19]([N:18]3[C:12]4[CH:11]=[C:10]([CH2:9][OH:8])[N:15]=[CH:14][C:13]=4[N:16]=[CH:17]3)[S:23][C:22]=2[C:24]([NH2:26])=[O:25])[CH3:29])=[C:31]([C:37]([F:40])([F:38])[F:39])[CH:32]=1 |f:1.2|. Procedure: A mixture of 1.48 g of 5-[6-({[tert-butyl(dimethyl)silyl]oxy}methyl)-1H-imidazo[4,5-c]pyridin-1-yl]-3-{-1-[4-fluoro-2-(trifluoromethyl)phenyl]ethoxy}thiophene-2-carboxamide in 25 ml THF is cooled to 0° C. At 0° C. 0.91 ml tetra-n-butylammonium fluoride (˜75% in H20) are added. The reaction mixture is allowed to warm to room temperature and stirred for 90 minutes. Reactants: C1(CCCCC1)[NH2+]C1CCCCC1.C(C)(C)(C)OC(=O)N[C@H](C(=O)[O-])CCCCCC=C ((S)-2-tert-butoxycarbonylamino-non-8-enoic acid dicyclohexylammonium salt), C(C(C)(C)C)(=O)Cl (pivaloyl chloride), C(C)OC(=O)[C@@]1([C@@H](C1)C=C)NC(=O)[C@@H]1C[C@H](CN1)OC(=O)N1CC2=CC=CC(=C2C1)F (4-fluoro-1,3-dihydro-isoindole-2-carboxylic acid (3R,5S)-5-((1R,2S)-1-ethoxycarbonyl-2-vinyl-cyclopropylcarbamoyl)-pyrrolidin-3-yl ester), anhydride. The solvent is C1CCOC1 (THF), C1CCOC1 (THF). Reaction conditions: temperature 2.5 celsius, time 90 minute. Product: C(C)(C)(C)OC(=O)N[C@H](C(=O)N1C[C@@H](C[C@H]1C(N[C@]1([C@@H](C1)C=C)C(=O)OCC)=O)OC(=O)N1CC2=CC=CC(=C2C1)F)CCCCCC=C (4-fluoro-1,3-dihydro-isoindole-2-carboxylic acid (3R,5S)-1-((S)-2-tert-butoxycarbonylamino-non-8-enoyl)-5-((1R,2S)-1-ethoxycarbonyl-2-vinyl-cyclopropyl-carbamoyl)-pyrrolidin-3-yl ester). The yield is 98.4%. Reaction SMILES: C1([NH2+]C2CCCCC2)CCCCC1.[C:14]([O:18][C:19]([NH:21][C@@H:22]([CH2:26][CH2:27][CH2:28][CH2:29][CH2:30][CH:31]=[CH2:32])[C:23]([O-:25])=O)=[O:20])([CH3:17])([CH3:16])[CH3:15].C(Cl)(=O)C(C)(C)C.[CH2:40]([O:42][C:43]([C@@:45]1([NH:50][C:51]([C@H:53]2[NH:57][CH2:56][C@H:55]([O:58][C:59]([N:61]3[CH2:69][C:68]4[C:63](=[CH:64][CH:65]=[CH:66][C:67]=4[F:70])[CH2:62]3)=[O:60])[CH2:54]2)=[O:52])[CH2:47][C@H:46]1[CH:48]=[CH2:49])=[O:44])[CH3:41]>C1COCC1>[C:14]([O:18][C:19]([NH:21][C@@H:22]([CH2:26][CH2:27][CH2:28][CH2:29][CH2:30][CH:31]=[CH2:32])[C:23]([N:57]1[C@H:53]([C:51](=[O:52])[NH:50][C@:45]2([C:43]([O:42][CH2:40][CH3:41])=[O:44])[CH2:47][C@H:46]2[CH:48]=[CH2:49])[CH2:54][C@@H:55]([O:58][C:59]([N:61]2[CH2:69][C:68]3[C:63](=[CH:64][CH:65]=[CH:66][C:67]=3[F:70])[CH2:62]2)=[O:60])[CH2:56]1)=[O:25])=[O:20])([CH3:15])([CH3:16])[CH3:17] |f:0.1|. Procedure details: A solution of 57.7 g (128 mmol) (S)-2-tert-butoxycarbonylamino-non-8-enoic acid dicyclohexylammonium salt (commercially available from Synthetech Oregon, USA) in 350 mL of THF was added dropwise to a solution of 15.1 g (125 mmol) pivaloyl chloride in 200 mL of THF while maintaining the temperature at 0-5° C. The dosing funnel was rinsed with 50 mL of THF and the suspension was stirred for 90 min at 5° C. jacket temperature. The temperature was decreased to −5° C. and 50.0 g (116 mmol) of 4-fluor... Procedure details: Methyl-2-(6-{[(ethylamino)carbonyl]amino}pyridin-3-yl)-1,3-thiazole-5-carboxylate (Example 1, 0.185 g, 0.60 mmol) was taken in MeOH (6 mL) and 2N LiOH (1 mL) was added to it. The resulting mixture was stirred at 45° C. for two hours. The solvent was removed and the aqueous was diluted with water and acidified with 1N HCl. The precipitated product was collected by filtration and washed with water and dried (0.17 g). MS (ESP): 293 (M+H+) for C12H12N4O3S; NMR: 1.09 (t, 3H), 3.16-3.22 (m, 2H), 7.60 ... Product: C(C)NC(=O)NC1=CC=C(C=N1)C=1SC(=CN1)C(=O)O (2-(6-{[(Ethylamino)carbonyl]amino}pyridin-3-yl)-1,3-thiazole-5-carboxylic acid). RXN SMILES: [CH2:1]([NH:3][C:4]([NH:6][C:7]1[N:12]=[CH:11][C:10]([C:13]2[S:14][C:15]([C:18]([O:20]C)=[O:19])=[CH:16][N:17]=2)=[CH:9][CH:8]=1)=[O:5])[CH3:2].[Li+].[OH-]>CO>[CH2:1]([NH:3][C:4]([NH:6][C:7]1[N:12]=[CH:11][C:10]([C:13]2[S:14][C:15]([C:18]([OH:20])=[O:19])=[CH:16][N:17]=2)=[CH:9][CH:8]=1)=[O:5])[CH3:2] |f:1.2|. The reactants are C(C)NC(=O)NC1=CC=C(C=N1)C=1SC(=CN1)C(=O)OC (Methyl 2-(6-{[(ethylamino)carbonyl]amino}pyridin-3-yl)-1,3-thiazole-5-carboxylate), [Li+].[OH-] (LiOH). Run in CO (MeOH). Reaction conditions: temperature 45 celsius, time 2 hour. Reported procedure: 3.9 g 22-Hydroxy-docosanoic acid (1 eq.) was oxidized with 4.72 g PCC (Pyridinium chlorochromate) (2 eq.) for about 2 hours under reflux as described in example 1, step a. RXN SMILES: [OH:1][CH2:2][CH2:3][CH2:4][CH2:5][CH2:6][CH2:7][CH2:8][CH2:9][CH2:10][CH2:11][CH2:12][CH2:13][CH2:14][CH2:15][CH2:16][CH2:17][CH2:18][CH2:19][CH2:20][CH2:21][CH2:22][C:23]([OH:25])=[O:24].[Cr](Cl)([O-])(=O)=O.[NH+]1C=CC=CC=1>>[O:1]=[CH:2][CH2:3][CH2:4][CH2:5][CH2:6][CH2:7][CH2:8][CH2:9][CH2:10][CH2:11][CH2:12][CH2:13][CH2:14][CH2:15][CH2:16][CH2:17][CH2:18][CH2:19][CH2:20][CH2:21][CH2:22][C:23]([OH:25])=[O:24] |f:1.2|. Product: O=CCCCCCCCCCCCCCCCCCCCCC(=O)O (22-Oxo-docosanoic acid). Starting materials: OCCCCCCCCCCCCCCCCCCCCCC(=O)O (22-Hydroxy-docosanoic acid), [Cr](=O)(=O)([O-])Cl.[NH+]1=CC=CC=C1 (PCC). The reactants are C(=O)[C@H]1CN(C[C@@H]1C1=CC=CC=C1)[C@@H](C(=O)OCC1=CC=CC=C1)CC1CCC1 (2-(R)-(3-(R)-Formyl-4-(S)-(phenyl)pyrrolidin-1-yl)-3-(cyclobutyl)propanoic acid, benzyl ester), FC1=CC=C(C=C1)CCCC1CCNCC1 (4-(3-(4-fluorophenyl)propyl)piperidine), FC1=CC=C(C=C1)CCCC1CCNCC1 (4-(3-(4-Fluorophenyl)propyl)piperidine). Product: FC1=CC=C(C=C1)CCCC1CCN(CC1)C[C@H]1CN(C[C@@H]1C1=CC=CC=C1)[C@@H](C(=O)O)CC1CCC1 (2-(R)-(3-(S)-((4-(3-(4-Fluorophenyl)propyl)piperidin-1-yl)methyl)-4-(S)-phenylpyrrolidin-1-yl)-3-(cyclobutyl)propanoic acid). The yield is 85.5%. RXN SMILES: [CH:1]([C@@H:3]1[C@@H:7]([C:8]2[CH:13]=[CH:12][CH:11]=[CH:10][CH:9]=2)[CH2:6][N:5]([C@H:14]([CH2:25][CH:26]2[CH2:29][CH2:28][CH2:27]2)[C:15]([O:17]CC2C=CC=CC=2)=[O:16])[CH2:4]1)=O.[F:30][C:31]1[CH:36]=[CH:35][C:34]([CH2:37][CH2:38][CH2:39][CH:40]2[CH2:45][CH2:44][NH:43][CH2:42][CH2:41]2)=[CH:33][CH:32]=1>>[F:30][C:31]1[CH:32]=[CH:33][C:34]([CH2:37][CH2:38][CH2:39][CH:40]2[CH2:41][CH2:42][N:43]([CH2:1][C@@H:3]3[C@@H:7]([C:8]4[CH:9]=[CH:10][CH:11]=[CH:12][CH:13]=4)[CH2:6][N:5]([C@H:14]([CH2:25][CH:26]4[CH2:29][CH2:28][CH2:27]4)[C:15]([OH:17])=[O:16])[CH2:4]3)[CH2:44][CH2:45]2)=[CH:35][CH:36]=1. Reported procedure: The title compound was prepared from 25 mg (0.06 mmol) of 2-(R)-(3-(R)-formyl-4-(S)-phenylpyrrolidin-1-yl)-3-(cyclobutyl)propanoic acid, benzyl ester (from EXAMPLE 25, Step B) and 16 mg (0.06 mmol) of 4-(3-(4-fluorophenyl)propyl)piperidine.HCl (from EXAMPLE 96, Step B) using procedures analogous to those described in EXAMPLE 95, Steps F and G. 26 mg (81%) of the title compound was obtained: ESI-MS 507 (M+H); HPLC A: 2.69 min. The reactants are O=C([O-])[O-], O=C(O)C(F)(F)F, Fc1cccc(CCl)c1, O=C(O)C(F)(F)F, [K+], [K+], Nc1nc(N)c2nc(CN3CCNCC3)nnc2n1, CN(C)C=O. Yields the product Nc1nc(N)c2nc(CN3CCN(Cc4cccc(F)c4)CC3)nnc2n1. As a reaction SMILES: [C:36](=[O:37])([O-:38])[O-:39].[F:20][C:21]([F:22])([F:23])[C:24]([OH:25])=[O:26].[F:27][c:28]1[cH:29][c:30]([CH2:31][Cl:32])[cH:33][cH:34][cH:35]1.[F:42][C:43]([F:44])([F:45])[C:46]([OH:47])=[O:48].[K+:40].[K+:41].[N:1]1([CH2:7][c:8]2[n:9][n:10][c:11]3[c:12]([n:13]2)[c:14]([NH2:19])[n:15][c:16]([NH2:18])[n:17]3)[CH2:2][CH2:3][NH:4][CH2:5][CH2:6]1.[O:49]=[CH:50][N:51]([CH3:52])[CH3:53]>>[N:1]1([CH2:7][c:8]2[n:9][n:10][c:11]3[c:12]([n:13]2)[c:14]([NH2:19])[n:15][c:16]([NH2:18])[n:17]3)[CH2:2][CH2:3][N:4]([CH2:31][c:30]2[cH:29][c:28]([F:27])[cH:35][cH:34][cH:33]2)[CH2:5][CH2:6]1.